Dataset: the Open Reaction Database (ORD), a public repository of structured organic reaction records. Task: describe an organic reaction: reactants, conditions, products, and yield Product: CN(C(=O)CP(CCCCCCCC)(CCCCCCCC)=O)C (N,N-dimethylcarbamoylmethyldi-(n-octyl) phosphine oxide). The solvent is C(Cl)Cl (methylene chloride). Reactants: CN(C(CCl)=O)C (N,N-dimethylchloroacetamide), C(CCCCCCC)P(CCCCCCCC)=O (di(n-octyl)phosphine oxide), [OH-].[Na+] (sodium hydroxide). Reagents/catalysts: CCCCCCCC[N+](C)(CCCCCCCC)CCCCCCCC.[Cl-] (Adogen 464). Procedure details: Into a 500 ml, three-necked, round-bottom flask equipped with a thermowell, a mechanical stirrer, a condenser and a septum, was placed a solution of 13.4 g (0.11 mole) of N,N-dimethylchloroacetamide, 27.4 g (0.10 mole) of di(n-octyl)phosphine oxide, and 1.0 g of Adogen 464 in 150 ml of methylene chloride along with 100 ml of 50% sodium hydroxide solution. The solution was stirred at 300 rpm under a gentle reflux until GLC analysis of removed aliquots (2 hours) indicated the consumption of the st... RXN SMILES: [CH3:1][N:2]([CH3:7])[C:3](=[O:6])[CH2:4]Cl.[CH2:8]([PH:16](=[O:25])[CH2:17][CH2:18][CH2:19][CH2:20][CH2:21][CH2:22][CH2:23][CH3:24])[CH2:9][CH2:10][CH2:11][CH2:12][CH2:13][CH2:14][CH3:15].[OH-].[Na+]>CCCCCCCC[N+](CCCCCCCC)(CCCCCCCC)C.[Cl-].C(Cl)Cl>[CH3:1][N:2]([CH3:7])[C:3]([CH2:4][P:16](=[O:25])([CH2:17][CH2:18][CH2:19][CH2:20][CH2:21][CH2:22][CH2:23][CH3:24])[CH2:8][CH2:9][CH2:10][CH2:11][CH2:12][CH2:13][CH2:14][CH3:15])=[O:6] |f:2.3,4.5|. Isolated yield 82.1%. The reactants are CCO, ClCCl, Nc1nc2cc([N+](=O)[O-])ccc2c2cccnc12, N. Product: Nc1ccc2c(c1)nc(N)c1ncccc12. Reaction SMILES: [CH3:19][CH2:20][OH:21].[Cl:23][CH2:24][Cl:25].[N+:1]([O-:2])(=[O:3])[c:4]1[cH:5][c:6]2[c:7]([c:8]3[cH:9][cH:10][cH:11][n:12][c:13]3[c:14]([NH2:16])[n:15]2)[cH:17][cH:18]1.[NH3:22]>>[NH2:1][c:4]1[cH:5][c:6]2[c:7]([c:8]3[cH:9][cH:10][cH:11][n:12][c:13]3[c:14]([NH2:16])[n:15]2)[cH:17][cH:18]1. Reactants: Nc1ncc(Br)cc1CBr, Br, CCOC(=O)CCN, CCN(C(C)C)C(C)C, ClCCl, Cl, CN(C)C=O, O. Yields the product CCOC(=O)CCNCc1cc(Br)cnc1N. RXN SMILES: [Br:2][c:3]1[cH:4][c:5]([CH2:10][Br:11])[c:6]([NH2:9])[n:7][cH:8]1.[BrH:1].[CH2:13]([CH3:14])[O:15][C:16]([CH2:17][CH2:18][NH2:19])=[O:20].[CH:21]([N:22]([CH2:23][CH3:24])[CH:25]([CH3:26])[CH3:27])([CH3:28])[CH3:29].[Cl:35][CH2:36][Cl:37].[ClH:12].[O:30]=[CH:31][N:32]([CH3:33])[CH3:34].[OH2:38]>>[Br:2][c:3]1[cH:4][c:5]([CH2:10][NH:19][CH2:18][CH2:17][C:16]([O:15][CH2:13][CH3:14])=[O:20])[c:6]([NH2:9])[n:7][cH:8]1.